Dataset: the Open Reaction Database (ORD), a public repository of structured organic reaction records. Task: describe an organic reaction: reactants, conditions, products, and yield The reactants are N(=[N+]=[N-])[C@H]1C[C@@H](O[C@@H]1CO)N1C(=O)NC(=O)C=C1 (3'-azido-2',3'-dideoxyuridine), BrBr (bromine), C(C)(=O)OC(C)=O (acetic anhydride). The solvent is C(C)(=O)O (acetic acid). Run at time 2 hour. Product: N(=[N+]=[N-])[C@H]1C[C@@H](O[C@@H]1CO)N1C(=O)NC(=O)C(=C1)Br (3'-Azido-5-bromo-2',3'-dideoxyuridine). Reaction SMILES: [N:1]([C@@H:4]1[C@@H:8]([CH2:9][OH:10])[O:7][C@@H:6]([N:11]2[CH:18]=[CH:17][C:15](=[O:16])[NH:14][C:12]2=[O:13])[CH2:5]1)=[N+:2]=[N-:3].C(OC(=O)C)(=O)C.[Br:26]Br>C(O)(=O)C>[N:1]([C@@H:4]1[C@@H:8]([CH2:9][OH:10])[O:7][C@@H:6]([N:11]2[CH:18]=[C:17]([Br:26])[C:15](=[O:16])[NH:14][C:12]2=[O:13])[CH2:5]1)=[N+:2]=[N-:3]. Reported procedure: 3'-Azido-5-bromo-2',3'-dideoxyuridine was prepared from the known 3'-azido-2',3'-dideoxyuridine (T. A. Krenitsky, et al., J. Med. Chem., 26, 891, (1983)) (0.827 g, 3.3 mMol) by first acetylating the 5'-hydroxyl group with acetic anhydride (15 mL) then by brominating the 5 position by the addition of acetic acid (0.5 mL) and bromine (0.566 g). The red-brown solution was stirred at room temperature for two hours. The reaction was taken to an oil in vacuo and triturated with ethyl ether. The oil wa... Starting materials: C1(=CC=CC=C1)C1=NOC2=C1C(C(C1=CC=CC=C12)=O)=O (3-phenyl-4,5-dihydronaphtho[2,1-d]-isoxazole-4,5-dione), CNC.O1CCOCC1 (dimethylamine dioxane). Product: CN=C(C1=CC=CC=C1)C=1C(C2=CC=CC=C2C(C1O)=O)=O (2-(N-methylbenzimidoyl)-3-hydroxy-1,4-naphthoquinone). As a reaction SMILES: [C:1]1([C:7]2[C:11]3[C:12](=[O:21])[C:13](=[O:20])[C:14]4[C:19]([C:10]=3[O:9][N:8]=2)=[CH:18][CH:17]=[CH:16][CH:15]=4)[CH:6]=[CH:5][CH:4]=[CH:3][CH:2]=1.[CH3:22]NC.O1CCOCC1>>[CH3:22][N:8]=[C:7]([C:11]1[C:10](=[O:9])[C:19]2[C:14]([C:13](=[O:20])[C:12]=1[OH:21])=[CH:15][CH:16]=[CH:17][CH:18]=2)[C:1]1[CH:6]=[CH:5][CH:4]=[CH:3][CH:2]=1 |f:1.2|. Procedure: A solution of 3-phenyl-4,5-dihydronaphtho[2,1-d]-isoxazole-4,5-dione (500 mg) in 8 % dimethylamine-dioxane solution (100 ml) is irradiated by light of a high-pressure mercury lamp (1 KW) through a pyrex filter at room temperature (20- 30°C) in argon atmosphere for about 1.5 hours. After removal of the solvent, the residue is dissolved in methylene chloride, washed with water, dried with anhydrous sodium sulfate, and evaporated. The residue is washed with benzene to give 2-(N-methylbenzimidoyl)-3...